The task is: describe an organic reaction: reactants, conditions, products, and yield. This data is from the Open Reaction Database (ORD), a public repository of structured organic reaction records. The product is O=C(CC(=O)c1ccccc1)c1ccccc1. Reaction SMILES: [CH3:11][C:12](=[O:13])[c:14]1[cH:15][cH:16][cH:17][cH:18][cH:19]1.[CH3:1][O:2][C:3]([c:4]1[cH:5][cH:6][cH:7][cH:8][cH:9]1)=[O:10].[CH3:20][O-:21].[CH3:31][OH:32].[Na+:22].[c:23]1([CH3:24])[c:25]([CH3:26])[cH:27][cH:28][cH:29][cH:30]1>>[C:3]([c:4]1[cH:5][cH:6][cH:7][cH:8][cH:9]1)(=[O:10])[CH2:11][C:12](=[O:13])[c:14]1[cH:15][cH:16][cH:17][cH:18][cH:19]1. Starting materials: CC(=O)c1ccccc1, COC(=O)c1ccccc1, C[O-], CO, [Na+], Cc1ccccc1C.